From a dataset of the Open Reaction Database (ORD), a public repository of structured organic reaction records. describe an organic reaction: reactants, conditions, products, and yield Reactants: C(C)(=O)OC(C)C1=CC(=CC(=C1)OC(C)=O)OC(C)=O (1-(1-acetoxyethyl)-3,5-diacetoxy-benzene), alcohol. Run in C1(=CC=CC=C1)C (toluene). Reaction conditions: temperature 500 celsius. Yields the product C(C)(=O)OC=1C=C(C=C)C=C(C1)OC(C)=O (3,5-diacetoxystyrene). Yield: 42.2%. As a reaction SMILES: C(O[CH:5]([C:7]1[CH:12]=[C:11]([O:13][C:14](=[O:16])[CH3:15])[CH:10]=[C:9]([O:17][C:18](=[O:20])[CH3:19])[CH:8]=1)[CH3:6])(=O)C>C1(C)C=CC=CC=1>[C:14]([O:13][C:11]1[CH:12]=[C:7]([CH:8]=[C:9]([O:17][C:18](=[O:20])[CH3:19])[CH:10]=1)[CH:5]=[CH2:6])(=[O:16])[CH3:15]. Procedure: 20 g of 1-(1-acetoxyethyl)-3,5-diacetoxy-benzene (71 mmol) were dissolved in 20 ml toluene and placed into a feed vessel connected to a pyrolytic tube filled with Raschig rings. The tube was heated to 500° C. and the neat mixture was immediately added. Conversion of the alcohol was achieved within two minutes. The column was rinsed with toluene. Work-up was conducted by extracting the crude material in toluene twice with 200 ml water. The aqueous solutions were reextracted with toluene, the orga... RXN SMILES: [NH2:1][c:2]1[s:3][c:4](-[c:17]2[cH:18][c:19]([F:23])[cH:20][cH:21][cH:22]2)[c:5]([C:7](=[O:8])[N:9]2[CH:10]3[CH2:11][CH:12]3[CH2:13][CH:14]2[CH2:15][NH2:16])[n:6]1.[O:24]1[CH2:25][CH2:26][c:27]2[c:28]1[cH:29][cH:30][cH:31][c:32]2[C:33](=[O:34])[OH:35]>>[NH2:1][c:2]1[s:3][c:4](-[c:17]2[cH:18][c:19]([F:23])[cH:20][cH:21][cH:22]2)[c:5]([C:7](=[O:8])[N:9]2[CH:10]3[CH2:11][CH:12]3[CH2:13][CH:14]2[CH2:15][NH:16][C:33]([c:32]2[c:27]3[c:28]([cH:29][cH:30][cH:31]2)[O:24][CH2:25][CH2:26]3)=[O:34])[n:6]1. Starting materials: NCC1CC2CC2N1C(=O)c1nc(N)sc1-c1cccc(F)c1, O=C(O)c1cccc2c1CCO2. Yields the product Nc1nc(C(=O)N2C(CNC(=O)c3cccc4c3CCO4)CC3CC32)c(-c2cccc(F)c2)s1. Reactants: CC(=O)O, CO, CC(=Cn1c2c(c3cc(C)ccc31)CN(C)CC2)c1ccc(F)cc1, C=C(Cn1c2c(c3cc(C)ccc31)CN(C)CC2)c1ccc(F)cc1. Product: Cc1ccc2c(c1)c1c(n2CC(C)c2ccc(F)cc2)CCN(C)C1. As a reaction SMILES: [C:51]([OH:52])(=[O:53])[CH3:54].[CH3:55][OH:56].[F:1][c:2]1[cH:3][cH:4][c:5]([C:8](=[CH:9][n:10]2[c:11]3[c:12]([c:13]4[cH:14][c:15]([CH3:19])[cH:16][cH:17][c:18]24)[CH2:20][N:21]([CH3:24])[CH2:22][CH2:23]3)[CH3:25])[cH:6][cH:7]1.[F:26][c:27]1[cH:28][cH:29][c:30]([C:31](=[CH2:32])[CH2:33][n:34]2[c:35]3[cH:36][cH:37][c:38]([CH3:39])[cH:40][c:41]3[c:42]3[c:48]2[CH2:47][CH2:46][N:44]([CH3:45])[CH2:43]3)[cH:49][cH:50]1>>[F:1][c:2]1[cH:3][cH:4][c:5]([CH:8]([CH2:9][n:10]2[c:11]3[c:12]([c:13]4[cH:14][c:15]([CH3:19])[cH:16][cH:17][c:18]24)[CH2:20][N:21]([CH3:24])[CH2:22][CH2:23]3)[CH3:25])[cH:6][cH:7]1. Starting materials: CO, [H][H], FC(F)(F)CNCC1CCN(Cc2ccccc2)C1. Product: FC(F)(F)CNCC1CCNC1. Reaction SMILES: [CH3:22][OH:23].[H:20][H:21].[c:1]1([CH2:2][N:8]2[CH2:9][CH:10]([CH2:13][NH:14][CH2:15][C:16]([F:17])([F:18])[F:19])[CH2:11][CH2:12]2)[cH:3][cH:4][cH:5][cH:6][cH:7]1>>[NH:8]1[CH2:9][CH:10]([CH2:13][NH:14][CH2:15][C:16]([F:17])([F:18])[F:19])[CH2:11][CH2:12]1. Reactants: O=C(O)c1cnc(Br)c(-c2ccc(Cl)cc2)n1, CCN(C(C)C)C(C)C, CC(C)=C(Cl)N(C)C, ClCCl, CC(O)(CN)C1CC1. The product is CC(O)(CNC(=O)c1cnc(Br)c(-c2ccc(Cl)cc2)n1)C1CC1. As a reaction SMILES: [Br:1][c:2]1[n:3][cH:4][c:5]([C:15](=[O:16])[OH:17])[n:6][c:7]1-[c:8]1[cH:9][cH:10][c:11]([Cl:14])[cH:12][cH:13]1.[CH2:34]([N:35]([CH:36]([CH3:37])[CH3:38])[CH:39]([CH3:40])[CH3:41])[CH3:42].[Cl:18][C:19]([N:20]([CH3:21])[CH3:22])=[C:23]([CH3:24])[CH3:25].[Cl:43][CH2:44][Cl:45].[NH2:26][CH2:27][C:28]([CH3:29])([OH:30])[CH:31]1[CH2:32][CH2:33]1>>[Br:1][c:2]1[n:3][cH:4][c:5]([C:15](=[O:17])[NH:26][CH2:27][C:28]([CH3:29])([OH:30])[CH:31]2[CH2:32][CH2:33]2)[n:6][c:7]1-[c:8]1[cH:9][cH:10][c:11]([Cl:14])[cH:12][cH:13]1. The reactants are O=C(CC[C@H]1[C@H](CN(CC1)C(=O)OC(C)(C)C)C(=O)O)C1=CC=NC2=CC=C(C=C12)OC ((3R,4R)-4-[3-oxo-3-(6-methoxyquinolin-4-yl)propyl]-1-(t-butyloxycarbonyl)piperidine-3-carboxylic acid), CO (methanol), S(=O)(Cl)Cl (Thionyl chloride). Reaction conditions: temperature -30 celsius. The product is O=C(CC[C@H]1[C@H](CNCC1)C(=O)OC)C1=CC=NC2=CC=C(C=C12)OC (methyl (3R,4R)-4-[3-oxo-3-(6-methoxyquinolin-4-yl)propyl]piperidine-3-carboxylate). RXN SMILES: [O:1]=[C:2]([C:21]1[C:30]2[C:25](=[CH:26][CH:27]=[C:28]([O:31][CH3:32])[CH:29]=2)[N:24]=[CH:23][CH:22]=1)[CH2:3][CH2:4][C@@H:5]1[CH2:10][CH2:9][N:8](C(OC(C)(C)C)=O)[CH2:7][C@@H:6]1[C:18](O)=[O:19].S(Cl)(Cl)=O.[CH3:37][OH:38]>>[O:1]=[C:2]([C:21]1[C:30]2[C:25](=[CH:26][CH:27]=[C:28]([O:31][CH3:32])[CH:29]=2)[N:24]=[CH:23][CH:22]=1)[CH2:3][CH2:4][C@@H:5]1[CH2:10][CH2:9][NH:8][CH2:7][C@@H:6]1[C:18]([O:38][CH3:37])=[O:19]. Reported procedure: A solution of 19.4 g of (3R,4R)-4-[3-oxo-3-(6-methoxyquinolin-4-yl)propyl]-1-(t-butyloxycarbonyl)piperidine-3-carboxylic acid (80% content) in 355 cm3 of methanol is cooled to a temperature in the region of −30° C. Thionyl chloride (7.7 cm3)is added with stirring while maintaining the temperature between −25 and −30° C. After the addition, the mixture is maintained in the vicinity of −30° C. for 30 minutes and then the temperature is allowed to return to the vicinity of 20° C. After stirring at ... Starting materials: Cl.Cl.Cl.N1C=NC(=C1)CN1CC(N(CC2=C1C=CC(=C2)C=2C=NC=CC2)C(C(F)(F)F)=O)CC2=CC=CC=C2 (2,3,4,5-Tetrahydro-1-(1H-imidazol-4-ylmethyl)-3-(phenylmethyl)-7-(3-pyridinyl)-4-(trifluoroacetyl)-1H-1,4-benzodiazepine, trihydrochloride), Cl.Cl.Cl.N1C=NC(=C1)CN1CC(N(CC2=C1C=CC(=C2)C=2C=NC=CC2)C(C(F)(F)F)=O)CC2=CC=CC=C2 (2,3,4,5-Tetrahydro-1-(1H-imidazol-4-ylmethyl)-3-(phenylmethyl)-7-(3-pyridinyl)-4-(trifluoroacetyl)-1H-1,4-benzodiazepine, trihydrochloride), Cl.BrC=1C=CC2=C(CN([C@@H](CN2CC=2N=CNC2)CC2=CC=CC=C2)S(=O)(=O)C)C1 ((R)-7-Bromo-2,3,4,5-tetrahydro-1-(1H-imidazol-4-ylmethyl)-4-(methylsulfonyl)-3-(phenylmethyl)-1H-1,4-benzodiazepine, hydrochloride), C(#N)C=1C=CC2=C(CN([C@@H](CN2CC=2N=CN(C2)C(=O)OC(C)(C)C)CC2=CC=CC=C2)S(=O)(=O)C)C1 ((R)-7-cyano-2,3,4,5-tetrahydro-1-[(((1,1-dimethylethoxy)-carbonyl)-1H-imidazol-4-yl)methyl]-4-(methylsulfonyl)-3-(phenylmethyl)-1H-1,4-benzodiazepine). Product: Cl.N1C=NC(=C1)CN1CC(N(CC2=C1C=CC(=C2)C#N)S(=O)(=O)C)CC2=CC=CC=C2 (2,3,4,5-Tetrahydro-1-(1H-imidazol-4-ylmethyl)-4-(methylsulfonyl)-3-(phenylmethyl)-1H-1,4-benzodiazepine-7-carbonitrile, monohydrochloride). As a reaction SMILES: [ClH:1].Cl.Cl.N1C=C(CN2C3C=CC(C4C=NC=CC=4)=CC=3CN(C(=O)C(F)(F)F)C(CC3C=CC=CC=3)C2)N=C1.Cl.BrC1C=CC2N(CC3N=CNC=3)C[C@@H](CC3C=CC=CC=3)N(S(C)(=O)=O)CC=2C=1.[C:70]([C:72]1[CH:73]=[CH:74][C:75]2[N:81]([CH2:82][C:83]3[N:84]=[CH:85][N:86](C(OC(C)(C)C)=O)[CH:87]=3)[CH2:80][C@@H:79]([CH2:95][C:96]3[CH:101]=[CH:100][CH:99]=[CH:98][CH:97]=3)[N:78]([S:102]([CH3:105])(=[O:104])=[O:103])[CH2:77][C:76]=2[CH:106]=1)#[N:71]>>[ClH:1].[NH:86]1[CH:87]=[C:83]([CH2:82][N:81]2[C:75]3[CH:74]=[CH:73][C:72]([C:70]#[N:71])=[CH:106][C:76]=3[CH2:77][N:78]([S:102]([CH3:105])(=[O:103])=[O:104])[CH:79]([CH2:95][C:96]3[CH:97]=[CH:98][CH:99]=[CH:100][CH:101]=3)[CH2:80]2)[N:84]=[CH:85]1 |f:0.1.2.3,4.5,7.8|. Procedure: Example 320 was prepared as a yellow solid from Compound B of Example 75 as described in the following sequence: Compound C of Example 224, Compound A of Example 225, and Compound B of Example 225.